This data is from the Open Reaction Database (ORD), a public repository of structured organic reaction records. The task is: describe an organic reaction: reactants, conditions, products, and yield Reactants: CCCP(=O)(O)O, CS(N)(=O)=O, CCOC(C)=O, O=C(O)c1cc(Cl)c(Oc2cnc(C3CC3)c(Cl)c2)cc1F, C1CCOC1. Yields the product CS(=O)(=O)NC(=O)c1cc(Cl)c(Oc2cnc(C3CC3)c(Cl)c2)cc1F. Reaction SMILES: [CH2:28]([P:29]([OH:30])(=[O:31])[OH:32])[CH2:33][CH3:34].[CH3:23][S:24](=[O:25])(=[O:26])[NH2:27].[CH3:40][CH2:41][O:42][C:43](=[O:44])[CH3:45].[Cl:1][c:2]1[c:3]([O:12][c:13]2[cH:14][n:15][c:16]([CH:20]3[CH2:21][CH2:22]3)[c:17]([Cl:19])[cH:18]2)[cH:4][c:5]([F:11])[c:6]([C:7](=[O:8])[OH:9])[cH:10]1.[O:35]1[CH2:36][CH2:37][CH2:38][CH2:39]1>>[Cl:1][c:2]1[c:3]([O:12][c:13]2[cH:14][n:15][c:16]([CH:20]3[CH2:21][CH2:22]3)[c:17]([Cl:19])[cH:18]2)[cH:4][c:5]([F:11])[c:6]([C:7](=[O:8])[NH:27][S:24]([CH3:23])(=[O:25])=[O:26])[cH:10]1. The reactants are C1(=CC=CC=C1)CS(=O)(=O)N (phenylmethanesulfonamide), [H-].[Na+] (sodium hydride), C(#N)C=1C=NN(C1C=CC(=O)Cl)C1=NC=C(C=C1Cl)C(F)(F)F (3-[4-cyano-1-(3-chloro-5-trifluoromethylpyridin-2-yl)-1H-pyrazol-5-yl]acrylic acid chloride), O (water). Solvent: O1CCCC1 (tetrahydrofuran), O1CCCC1 (tetrahydrofuran). Run at time 75 minute. The product is C1(=CC=CC=C1)CS(=O)(=O)NC(C=CC1=C(C=NN1C1=NC=C(C=C1Cl)C(F)(F)F)C#N)=O (N-phenylmethanesulfonyl-3-[4-cyano-1-(3-chloro-5-trifluoromethylpyridin-2-yl)-1H-pyrazol-5-yl]acrylamide). Yield: 26.2%. As a reaction SMILES: [C:1]1([CH2:7][S:8]([NH2:11])(=[O:10])=[O:9])[CH:6]=[CH:5][CH:4]=[CH:3][CH:2]=1.[H-].[Na+].[C:14]([C:16]1[CH:17]=[N:18][N:19]([C:26]2[C:31]([Cl:32])=[CH:30][C:29]([C:33]([F:36])([F:35])[F:34])=[CH:28][N:27]=2)[C:20]=1[CH:21]=[CH:22][C:23](Cl)=[O:24])#[N:15].O>O1CCCC1>[C:1]1([CH2:7][S:8]([NH:11][C:23](=[O:24])[CH:22]=[CH:21][C:20]2[N:19]([C:26]3[C:31]([Cl:32])=[CH:30][C:29]([C:33]([F:36])([F:35])[F:34])=[CH:28][N:27]=3)[N:18]=[CH:17][C:16]=2[C:14]#[N:15])(=[O:9])=[O:10])[CH:2]=[CH:3][CH:4]=[CH:5][CH:6]=1 |f:1.2|. Procedure: To a stirred solution of 0.31 gram (0.002 mole) of phenylmethanesulfonamide in 15 mL of tetrahydrofuran was added 0.05 gram (0.002 mole) of sodium hydride which was washed into the reaction vessel with 10 mL of tetrahydrofuran. The reaction mixture was warmed to reflux temperature, and a solution of 0.32 gram (0.001 mole) of 3-[4-cyano-1-(3-chloro-5-trifluoromethylpyridin-2-yl)-1H-pyrazol-5-yl]acrylic acid chloride in 5 mL of tetrahydrofuran was added dropwise during a 20 minute period. Upon com... Reactants: FC1=CC=C(C=C1)N1CCNCC1 (1-(4-fluorophenyl)piperazine), N=1NC(=C2CCCCC12)CCC(=O)O (3-(4,5,6,7-tetrahydro-2H-indazol-3-yl)propionic acid), ClC1=CC=C(C=C1)C1CCNCC1 (4-(4-chlorophenyl)piperidine). Yields the product FC1=CC=C(C=C1)N1CCN(CC1)CCC=1NN=C2CCCCC12 (3-(2-(4-(4-fluorophenyl)piperazin-1-yl)ethyl)-4,5,6,7-tetrahydro-2H-indazole). RXN SMILES: [F:1][C:2]1[CH:7]=[CH:6][C:5]([N:8]2[CH2:13][CH2:12][NH:11][CH2:10][CH2:9]2)=[CH:4][CH:3]=1.[N:14]1[NH:15][C:16]([CH2:23][CH2:24]C(O)=O)=[C:17]2[C:22]=1[CH2:21][CH2:20][CH2:19][CH2:18]2.ClC1C=CC(C2CCNCC2)=CC=1>>[F:1][C:2]1[CH:3]=[CH:4][C:5]([N:8]2[CH2:13][CH2:12][N:11]([CH2:24][CH2:23][C:16]3[NH:15][N:14]=[C:22]4[C:17]=3[CH2:18][CH2:19][CH2:20][CH2:21]4)[CH2:10][CH2:9]2)=[CH:6][CH:7]=1. Procedure details: In the same manner as in Example 102 except that 2-(4,5,6,7-tetrahydro-2H-indazol-3-yl)acetic acid obtained in Starting Material Synthesis Example 2 and 1-(4-fluorophenyl)piperazine were used instead of 3-(4,5,6,7-tetrahydro-2H-indazol-3-yl)propionic acid obtained in Staring Material Synthesis Example 1 and 4-(4-chlorophenyl)piperidine, 3-(2-(4-(4-fluorophenyl)piperazin-1-yl)ethyl)-4,5,6,7-tetrahydro-2H-indazole is obtained.